Dataset: the Open Reaction Database (ORD), a public repository of structured organic reaction records. Task: describe an organic reaction: reactants, conditions, products, and yield Reactants: CC1=C(C(=NO1)C1=CC=CC=C1)COC1=NC=C(C(=O)NN)C=C1 (6-(5-methyl-3-phenyl-isoxazol-4-ylmethoxy)-nicotinic acid hydrazide), Cl.C(C)(=N)N (acetamidine hydrochloride), Cl.C(C)(=N)N (acetamidine hydrochloride). Conditions: temperature 120 celsius. Solvent: C(C)OC(C)=O (ethylacetate), CN(C)C=O (DMF). Procedure: A mixture of 6-(5-methyl-3-phenyl-isoxazol-4-ylmethoxy)-nicotinic acid hydrazide (300 mg, 0.6 mmol) and acetamidine hydrochloride (87 mg, 0.9 mmol) in DMF (6 mL) was heated at 120° C. for 2 h. A second portion of acetamidine hydrochloride (174 mg, 1.8 mmol) was added. After 8 h the mixture was cooled to room temperature and diluted with ethylacetate (40 mL). The mixture was filtered and the filtrates collected and washed with water (3×10 mL) and brine (10 mL) then dried over sodium sulfate, filt... RXN SMILES: [CH3:1][C:2]1[O:6][N:5]=[C:4]([C:7]2[CH:12]=[CH:11][CH:10]=[CH:9][CH:8]=2)[C:3]=1[CH2:13][O:14][C:15]1[CH:24]=[CH:23][C:18]([C:19]([NH:21][NH2:22])=O)=[CH:17][N:16]=1.Cl.[C:26](N)(=[NH:28])[CH3:27]>CN(C=O)C.C(OC(=O)C)C>[CH3:1][C:2]1[O:6][N:5]=[C:4]([C:7]2[CH:12]=[CH:11][CH:10]=[CH:9][CH:8]=2)[C:3]=1[CH2:13][O:14][C:15]1[CH:24]=[CH:23][C:18]([C:19]2[NH:28][C:26]([CH3:27])=[N:22][N:21]=2)=[CH:17][N:16]=1 |f:1.2|. Yields the product CC1=C(C(=NO1)C1=CC=CC=C1)COC1=NC=C(C=C1)C1=NN=C(N1)C (2-(5-Methyl-3-phenyl-isoxazol-4-ylmethoxy)-5-(5-methyl-4H-[1,2,4]triazol-3-yl)-pyridine). The yield is 20.2%. Starting materials: BrCCCCOC=1C=C2CCC(NC2=CC1)=O (6-(4-bromobutoxy)-3,4-dihydro-carbostyril), BrC1=C(C=C(C=C1)Br)S (2,5-dibromo-thiophenol). Product: BrC1=C(C=C(C=C1)Br)SCCCCOC=1C=C2CCC(NC2=CC1)=O (6-[4-(2,5-Dibromophenyl-mercapto)-butoxy]-3,4-dihydro-carbostyril). As a reaction SMILES: Br[CH2:2][CH2:3][CH2:4][CH2:5][O:6][C:7]1[CH:8]=[C:9]2[C:14](=[CH:15][CH:16]=1)[NH:13][C:12](=[O:17])[CH2:11][CH2:10]2.[Br:18][C:19]1[CH:24]=[CH:23][C:22]([Br:25])=[CH:21][C:20]=1[SH:26]>>[Br:18][C:19]1[CH:24]=[CH:23][C:22]([Br:25])=[CH:21][C:20]=1[S:26][CH2:2][CH2:3][CH2:4][CH2:5][O:6][C:7]1[CH:8]=[C:9]2[C:14](=[CH:15][CH:16]=1)[NH:13][C:12](=[O:17])[CH2:11][CH2:10]2. Reported procedure: Prepared analogous to Example 122 from 6-(4-bromobutoxy)-3,4-dihydro-carbostyril (m.p.: 142°-147° C.) and 2,5-dibromo-thiophenol.